From a dataset of the Open Reaction Database (ORD), a public repository of structured organic reaction records. describe an organic reaction: reactants, conditions, products, and yield Starting materials: CC(C)(C)[O-], CC(C)O, CC(C)O, [K+], O=C1CN2CCC1CC2. Product: OC1CN2CCC1CC2. RXN SMILES: [CH3:10][C:11]([CH3:12])([O-:13])[CH3:14].[CH:16]([OH:17])([CH3:18])[CH3:19].[CH:20]([OH:21])([CH3:22])[CH3:23].[K+:15].[N:1]12[CH2:2][C:3](=[O:9])[CH:4]([CH2:5][CH2:6]1)[CH2:7][CH2:8]2>>[N:1]12[CH2:2][CH:3]([OH:9])[CH:4]([CH2:5][CH2:6]1)[CH2:7][CH2:8]2. Starting materials: C(=O)([O-])[O-].[Na+].[Na+] (Na2CO3), N1=CC=C(C=C1)B(O)O (pyridin-4-ylboronic acid), C(C1=CC=CC=C1)OC1=C(C(=O)OCC2=CC=CC=C2)C=C(C=C1)Br (benzyl 2-(benzyloxy)-5-bromobenzoate). The reagents and catalysts are C=1C=CC(=CC1)[P](C=2C=CC=CC2)(C=3C=CC=CC3)[Pd]([P](C=4C=CC=CC4)(C=5C=CC=CC5)C=6C=CC=CC6)([P](C=7C=CC=CC7)(C=8C=CC=CC8)C=9C=CC=CC9)[P](C=1C=CC=CC1)(C=1C=CC=CC1)C=1C=CC=CC1 (Pd(Ph3P)4). Run in O1CCOCC1 (1,4-dioxane), O (water). Reaction conditions: temperature 90 celsius, time 4 hour. Yields the product C1(=CC=CC=C1)COC1=C(C(=O)OCC2=CC=CC=C2)C=C(C=C1)C1=CC=NC=C1 (Phenylmethyl 2-[(phenylmethyl)oxy]-5-(4-pyridinyl)benzoate). As a reaction SMILES: C([O-])([O-])=O.[Na+].[Na+].[N:7]1[CH:12]=[CH:11][C:10](B(O)O)=[CH:9][CH:8]=1.[CH2:16]([O:23][C:24]1[CH:39]=[CH:38][C:37](Br)=[CH:36][C:25]=1[C:26]([O:28][CH2:29][C:30]1[CH:35]=[CH:34][CH:33]=[CH:32][CH:31]=1)=[O:27])[C:17]1[CH:22]=[CH:21][CH:20]=[CH:19][CH:18]=1>O1CCOCC1.O.C1C=CC([P]([Pd]([P](C2C=CC=CC=2)(C2C=CC=CC=2)C2C=CC=CC=2)([P](C2C=CC=CC=2)(C2C=CC=CC=2)C2C=CC=CC=2)[P](C2C=CC=CC=2)(C2C=CC=CC=2)C2C=CC=CC=2)(C2C=CC=CC=2)C2C=CC=CC=2)=CC=1>[C:17]1([CH2:16][O:23][C:24]2[CH:39]=[CH:38][C:37]([C:10]3[CH:11]=[CH:12][N:7]=[CH:8][CH:9]=3)=[CH:36][C:25]=2[C:26]([O:28][CH2:29][C:30]2[CH:31]=[CH:32][CH:33]=[CH:34][CH:35]=2)=[O:27])[CH:22]=[CH:21][CH:20]=[CH:19][CH:18]=1 |f:0.1.2,^1:51,53,72,91|. Procedure details: Na2CO3 (0.53 g, 5.00 mmol), followed by pyridin-4-ylboronic acid (0.34 g, 2.75 mmol) and Pd(Ph3P)4 (0.144 g, 0.125 mmol) were added to a mixture of benzyl 2-(benzyloxy)-5-bromobenzoate (may be prepared as described in Description 4; 1.0 g, 2.50 mmol) in 1,4-dioxane (25 ml) and water (5 ml) under nitrogen. After addition, the mixture was stirred at 90° C. for 4 hours. The reaction mixture was evaporated to give brown crude product, which was purified by chromatography (silica gel, 40 g, eluent: e... Reactants: Br, O=C([O-])[O-], CCOC(=O)c1cn2cc(B3OC(C)(C)C(C)(C)O3)ccc2n1, [Cs+], [Cs+], Ic1ccccn1, C1COCCO1, O. Product: CCOC(=O)c1cn2cc(-c3ccccn3)ccc2n1. As a reaction SMILES: [BrH:20].[C:1](=[O:2])([O-:3])[O-:4].[CH3:21][C:22]1([CH3:23])[C:24]([CH3:25])([CH3:26])[O:27][B:28]([c:29]2[cH:30][cH:31][c:32]3[n:33]([cH:34]2)[cH:35][c:36]([C:38](=[O:39])[O:40][CH2:41][CH3:42])[n:37]3)[O:43]1.[Cs+:5].[Cs+:6].[I:13][c:14]1[n:15][cH:16][cH:17][cH:18][cH:19]1.[O:7]1[CH2:8][CH2:9][O:10][CH2:11][CH2:12]1.[OH2:44]>>[c:14]1(-[c:29]2[cH:30][cH:31][c:32]3[n:33]([cH:34]2)[cH:35][c:36]([C:38](=[O:39])[O:40][CH2:41][CH3:42])[n:37]3)[n:15][cH:16][cH:17][cH:18][cH:19]1. Starting materials: COC(C1=C(C=CC(=C1)CO)CN1C(CCCC1C1=NC=CC=C1C)C1=NC=CC=C1C)=O (2-(3,3″-Dimethyl-3′,4′,5′,6′-tetrahydro-2′H-[2,2′;6′,2″]terpyridin-1′-ylmethyl)-5-hydroxymethyl-benzoic acid methyl ester), [H-].[Na+] (NaH), C(=O)(O)[O-].[Na+] (NaHCO3), C(Cl)Cl (CH2Cl2), resultant mixture. Run in C1CCOC1 (THF), C1CCOC1 (THF). Product: COC(C1=C(C=CC(=C1)COC)CN1C(CCCC1C1=NC=CC=C1C)C1=NC=CC=C1C)=O (2-(3,3″-Dimethyl-3′,4′,5′,6′-tetrahydro-2′H-[2,2′;6′,2″]terpyridin-1′-ylmethyl)-5-methoxymethyl-benzoic acid methyl ester). Isolated yield 80.0%. RXN SMILES: [CH3:1][O:2][C:3](=[O:33])[C:4]1[CH:9]=[C:8]([CH2:10][OH:11])[CH:7]=[CH:6][C:5]=1[CH2:12][N:13]1[CH:18]([C:19]2[C:24]([CH3:25])=[CH:23][CH:22]=[CH:21][N:20]=2)[CH2:17][CH2:16][CH2:15][CH:14]1[C:26]1[C:31]([CH3:32])=[CH:30][CH:29]=[CH:28][N:27]=1.[H-].[Na+].[C:36]([O-])(O)=O.[Na+].C(Cl)Cl>C1COCC1>[CH3:1][O:2][C:3](=[O:33])[C:4]1[CH:9]=[C:8]([CH2:10][O:11][CH3:36])[CH:7]=[CH:6][C:5]=1[CH2:12][N:13]1[CH:14]([C:26]2[C:31]([CH3:32])=[CH:30][CH:29]=[CH:28][N:27]=2)[CH2:15][CH2:16][CH2:17][CH:18]1[C:19]1[C:24]([CH3:25])=[CH:23][CH:22]=[CH:21][N:20]=1 |f:1.2,3.4|. Procedure: To a cold (0° C.) solution of 2-(3,3″-Dimethyl-3′,4′,5′,6′-tetrahydro-2′H-[2,2′;6′,2″]terpyridin-1′-ylmethyl)-5-hydroxymethyl-benzoic acid methyl ester (0.290 g, 0.65 mmol) in THF (3 mL) was added a slurry of NaH (95% dry, 0.105 g, 4.38 mmol) in THF (10 mL) followed by neat Mel (0.40 mL, 6.43 mmol). The resultant mixture was stirred for 3 hours and treated with saturated aqueous NaHCO3 (15 mL) and CH2Cl2 (50 mL). The phases were separated and the aqueous phase was extracted with CH2Cl2 (3×15 mL)...